Dataset: the Open Reaction Database (ORD), a public repository of structured organic reaction records. Task: describe an organic reaction: reactants, conditions, products, and yield The reactants are CN(C(=O)CN1C(=O)COc2cc(Cl)c(Cl)cc21)C(CN1CCOCC1)c1ccc(Br)cc1, O=C([O-])[O-], CC(C)(C)OC(=O)Nc1ccc(B(O)O)cc1, [Na+], [Na+], CN(C)C=O. The product is CN(C(=O)CN1C(=O)COc2cc(Cl)c(Cl)cc21)C(CN1CCOCC1)c1ccc(-c2ccc(NC(=O)OC(C)(C)C)cc2)cc1. As a reaction SMILES: [Br:1][c:2]1[cH:3][cH:4][c:5]([CH:8]([CH2:9][N:10]2[CH2:11][CH2:12][O:13][CH2:14][CH2:15]2)[N:16]([C:17]([CH2:18][N:19]2[C:20](=[O:31])[CH2:21][O:22][c:23]3[c:24]2[cH:25][c:26]([Cl:30])[c:27]([Cl:29])[cH:28]3)=[O:32])[CH3:33])[cH:6][cH:7]1.[C:51](=[O:52])([O-:53])[O-:54].[CH3:34][C:35]([CH3:36])([CH3:37])[O:38][C:39](=[O:40])[NH:41][c:42]1[cH:43][cH:44][c:45]([B:48]([OH:49])[OH:50])[cH:46][cH:47]1.[Na+:55].[Na+:56].[O:57]=[CH:58][N:59]([CH3:60])[CH3:61]>>[c:2]1(-[c:45]2[cH:44][cH:43][c:42]([NH:41][C:39]([O:38][C:35]([CH3:34])([CH3:36])[CH3:37])=[O:40])[cH:47][cH:46]2)[cH:3][cH:4][c:5]([CH:8]([CH2:9][N:10]2[CH2:11][CH2:12][O:13][CH2:14][CH2:15]2)[N:16]([C:17]([CH2:18][N:19]2[C:20](=[O:31])[CH2:21][O:22][c:23]3[c:24]2[cH:25][c:26]([Cl:30])[c:27]([Cl:29])[cH:28]3)=[O:32])[CH3:33])[cH:6][cH:7]1.